Task: describe an organic reaction: reactants, conditions, products, and yield. Dataset: the Open Reaction Database (ORD), a public repository of structured organic reaction records The reactants are C(C)C1=CC=CC(=N1)NC([S-])=S.C(C)[NH+](CC)CC (triethylammonium (6-ethylpyrid-2-yl)dithiocarbamate), ClCC(CC)=O (1-chlorobutan-2-one). Run in C(C)#N (acetonitrile). Reaction conditions: time 4 hour. Product: C(C)C1(N(C(SC1)=S)C1=NC(=CC=C1)CC)O (4-ethyl-3-(6-ethylpyrid-2-yl)-4-hydroxythiazolidine-2-thione). Yield: 57.9%. As a reaction SMILES: [CH2:1]([C:3]1[N:8]=[C:7]([NH:9][C:10](=[S:12])[S-:11])[CH:6]=[CH:5][CH:4]=1)[CH3:2].C([NH+](CC)CC)C.Cl[CH2:21][C:22](=[O:25])[CH2:23][CH3:24]>C(#N)C>[CH2:23]([C:22]1([OH:25])[CH2:21][S:12][C:10](=[S:11])[N:9]1[C:7]1[CH:6]=[CH:5][CH:4]=[C:3]([CH2:1][CH3:2])[N:8]=1)[CH3:24] |f:0.1|. Procedure details: The procedure of Example 4 is followed but starting with triethylammonium (6-ethylpyrid-2-yl)dithiocarbamate (72.0 g) and 1-chlorobutan-2-one (25.5 g) in anhydrous acetonitrile (400 cc) at a maximum temperature of 25° C. The reaction is continued for 4 hours at 20°-25° C. The product is purified by chromatography over silica (470 g; 0.063-0.200 mm) contained in a column 3.8 cm in diameter, eluting with chloroform (5 liters). The chromatographed product (43.0 g) is recrystallised from ethanol (12... Reactants: C(C)(=O)[O-].[Zn+2].C(C)(=O)[O-] (zinc acetate), CC1=CC(=NC=C1)C(=O)O (4-methylpicolinic acid), dihydrate. The solvent is O (water), O (water). Yields the product CC1=CC(=NC=C1)C(=O)[O-].[Zn+2].CC1=CC(=NC=C1)C(=O)[O-] (zinc 4-methylpicolinate). Yield: 82.3%. RXN SMILES: [CH3:1][C:2]1[CH:7]=[CH:6][N:5]=[C:4]([C:8]([OH:10])=[O:9])[CH:3]=1.C([O-])(=O)C.[Zn+2:15].C([O-])(=O)C>O>[CH3:1][C:2]1[CH:7]=[CH:6][N:5]=[C:4]([C:8]([O-:10])=[O:9])[CH:3]=1.[Zn+2:15].[CH3:1][C:2]1[CH:7]=[CH:6][N:5]=[C:4]([C:8]([O-:10])=[O:9])[CH:3]=1 |f:1.2.3,5.6.7|. Procedure: To a solution of 0.49 g (3.6 mmol) of 4-methylpicolinic acid dissolved in 2.5 ml of water, a solution of 0.40 g (1.8 mmol) of zinc acetate.dihydrate dissolved in 1.5 ml of water was dropwise added while stirring. After the dropwise addition, the mixture was stirred at room temperature for one hour. Because no solid was precipitated, the mixture was evaporated to dryness under a reduced pressure, and the solid obtained was washed with acetone under heating to give 0.50 g of the desired zinc salt....